This data is from the Open Reaction Database (ORD), a public repository of structured organic reaction records. The task is: describe an organic reaction: reactants, conditions, products, and yield Starting materials: CO (methanol), CC1=NC(=NN1C1=CC=C(C=C1)[N+](=O)[O-])S (5-methyl-1-(4-nitrophenyl)-1H-1,2,4-triazole-3-thiol), [OH-].[Na+] (sodium hydroxide), S(=O)(=O)(OC)OC (dimethyl sulfate). Run in O (water). Conditions: time 1 hour. Yields the product CC1=NC(=NN1C1=CC=C(C=C1)[N+](=O)[O-])SC (5-methyl-3-(methylthio)-1-(4-nitrophenyl)-1H-1,2,4-triazole). Isolated yield 66.0%. Reaction SMILES: CO.[CH3:3][C:4]1[N:8]([C:9]2[CH:14]=[CH:13][C:12]([N+:15]([O-:17])=[O:16])=[CH:11][CH:10]=2)[N:7]=[C:6]([SH:18])[N:5]=1.[OH-].[Na+].S(OC)(O[CH3:25])(=O)=O>O>[CH3:3][C:4]1[N:8]([C:9]2[CH:10]=[CH:11][C:12]([N+:15]([O-:17])=[O:16])=[CH:13][CH:14]=2)[N:7]=[C:6]([S:18][CH3:25])[N:5]=1 |f:2.3|. Reported procedure: To 80 parts of methanol are added 4.7 parts of 5-methyl-1-(4-nitrophenyl)-1H-1,2,4-triazole-3-thiol and 1.2 parts of sodium hydroxide and the whole is stirred till all solid enters solution. Then there are added 2.66 parts of dimethyl sulfate and stirring is continued for 1 hour at room temperature. 100 Parts of water are added. The precipitated product is filtered off, washed with water, dried, and crystallized from 2,2'-oxybispropane, yielding 3.3 parts (66%) of 5-methyl-3-(methylthio)-1-(4-ni...